Task: describe an organic reaction: reactants, conditions, products, and yield. Dataset: the Open Reaction Database (ORD), a public repository of structured organic reaction records Starting materials: ClC=1C=C(C=CC1Cl)[C@@H](CCO)NC(OC(C)(C)C)=O ((R)-tert-butyl 1-(3,4-dichlorophenyl)-3-hydroxypropylcarbamate), CI (MeI), C1CCOC1 (THF), [H-].[Na+] (NaH). The solvent is O (H2O). Conditions: time 30 minute. Product: ClC=1C=C(C=CC1Cl)[C@@H](CCOC)NC(OC(C)(C)C)=O ((R)-tert-butyl 1-(3,4-dichlorophenyl)-3-methoxypropylcarbamate). Yield: 28.0%. RXN SMILES: [Cl:1][C:2]1[CH:3]=[C:4]([C@H:9]([NH:13][C:14](=[O:20])[O:15][C:16]([CH3:19])([CH3:18])[CH3:17])[CH2:10][CH2:11][OH:12])[CH:5]=[CH:6][C:7]=1[Cl:8].[CH2:21]1COCC1.[H-].[Na+].CI>O>[Cl:1][C:2]1[CH:3]=[C:4]([C@H:9]([NH:13][C:14](=[O:20])[O:15][C:16]([CH3:17])([CH3:19])[CH3:18])[CH2:10][CH2:11][O:12][CH3:21])[CH:5]=[CH:6][C:7]=1[Cl:8] |f:2.3|. Procedure details: To a solution of 174 (2.22 g, 6.93 mmol) and THF (30 mL).cooled to 0° C. and maintained under a N2 atmosphere was added NaH (0.333 g, 8.32 mmol, 60% in mineral oil). The ice bath was removed and the solution stirred for 30 min then MeI (0.519 mL, 8.32 mmol) was added and the yellow solution stirred overnight. The reaction was diluted with H2O and extracted with Et2O. The combined extracts were dried (Na2SO4), filtered and concentrated in vacuo. The crude product was purified by SiO2 chromatograp...